Dataset: the Open Reaction Database (ORD), a public repository of structured organic reaction records. Task: describe an organic reaction: reactants, conditions, products, and yield The reactants are C(C(=O)Cl)(=O)Cl (oxalyl chloride), CO (methanol), BrC1=C(C=CC=C1)COC1=CC=C(C=C1)C1=CC=CC=C1 (1-bromo-2-(biphenyl-4-yloxymethyl)benzene), [Mg] (magnesium), BrC(C)Br (dibromoethane), [Cl-].[NH4+] (ammonium chloride). Run in C1CCOC1 (THF), C1CCOC1 (THF), C1CCOC1 (THF), C1CCOC1 (THF). Run at temperature 65 celsius, time 1 hour. Yields the product C1(=CC=C(C=C1)OCC1=C(C=CC=C1)C(C(=O)OC)=O)C1=CC=CC=C1 (methyl 2-[2-(biphenyl-4-yloxymethyl)phenyl]-2-oxoacetate). Yield: 68.1%. Reaction SMILES: Br[C:2]1[CH:7]=[CH:6][CH:5]=[CH:4][C:3]=1[CH2:8][O:9][C:10]1[CH:15]=[CH:14][C:13]([C:16]2[CH:21]=[CH:20][CH:19]=[CH:18][CH:17]=2)=[CH:12][CH:11]=1.[Mg].BrC(Br)C.[C:27](Cl)(=[O:31])[C:28](Cl)=[O:29].[CH3:33][OH:34].[Cl-].[NH4+]>C1COCC1>[C:13]1([C:16]2[CH:21]=[CH:20][CH:19]=[CH:18][CH:17]=2)[CH:14]=[CH:15][C:10]([O:9][CH2:8][C:3]2[CH:4]=[CH:5][CH:6]=[CH:7][C:2]=2[C:27](=[O:31])[C:28]([O:34][CH3:33])=[O:29])=[CH:11][CH:12]=1 |f:5.6|. Procedure: In a stream of argon gas, 1-bromo-2-(biphenyl-4-yloxymethyl)benzene (16.96 g, 0.05 mol) in dry THF (70 ml) was dropwise added to a mixture of magnesium (2.43 g, 0.1 mol) and dibromoethane (0.1 ml) in dry THF (10 ml) at 50° to 60° C. over 20 minutes. The reaction mixture was stirred at 65° C. for 1 hour, diluted with dry THF (20 ml) and cooled below 20° C. The mixture was dropwise added to oxalyl chloride (7.61 g, 0.06 mol) in dry THF (150 ml) below -15° C. over 15 minutes, followed by stirring a... Reactants: O([Si](C)(C)C(C)(C)C)CCC1OC2=C(NC1=O)C=CC=C2 (2-(2-tert-butyldimethylsiloxyethyl)-3,4-dihydro-3-oxo-2H-1,4-benzoxazine), ClC=1C=C(CCl)C=C(C1)Cl (3,5-dichlorobenzyl chloride), [K+].[Br-] (KBr). The product is ClC=1C=C(CN2C(C(OC3=C2C=CC=C3)CCO)=O)C=C(C1)Cl (4-(3,5-Dichlorobenzyl)-3,4-dihydro-2-(2-hydroxyethyl)-3-oxo-2H-1,4-benzoxazine). RXN SMILES: [O:1]([CH2:9][CH2:10][CH:11]1[C:16](=[O:17])[NH:15][C:14]2[CH:18]=[CH:19][CH:20]=[CH:21][C:13]=2[O:12]1)[Si](C(C)(C)C)(C)C.[Cl:22][C:23]1[CH:24]=[C:25]([CH:28]=[C:29]([Cl:31])[CH:30]=1)[CH2:26]Cl.[K+].[Br-]>>[Cl:22][C:23]1[CH:24]=[C:25]([CH:28]=[C:29]([Cl:31])[CH:30]=1)[CH2:26][N:15]1[C:14]2[CH:18]=[CH:19][CH:20]=[CH:21][C:13]=2[O:12][CH:11]([CH2:10][CH2:9][OH:1])[C:16]1=[O:17] |f:2.3|. Reported procedure: Prepared from 2-(2-tert-butyldimethylsiloxyethyl)-3,4-dihydro-3-oxo-2H-1,4-benzoxazine by Methods F and G, alkylating with 3,5-dichlorobenzyl chloride, in 89% overall yield. A sample was crystallized from CH2Cl2 /hexane/ether to afford a white solid, mp 104°-106° C.; IR (KBr) 3525, 1680, 1570, 1505, 1398, 1063, 760 cm-1 ; 1H NMR (CDCl3) δ 1.92 (br s, 1H), 2.17-2.37 (m, 2H), 3.93 (t, J=5.7 Hz, 2H), 4.87 (q, J=5.4 Hz, 1H), 5.13 (ABq, JAB =16.3 Hz, 2H), 6.78 (d, J=7.3 Hz, 1H), 6.93-7.05 (m, 2H), 7.... The reactants are OC(C[C@@]1(CCN(C(O1)=O)[C@@H](C)C1=CC=C(C=C1)C#C[Si](CC)(CC)CC)C1=CC=CC=C1)(C)C ((S)-6-(2-hydroxy-2-methylpropyl)-6-phenyl-3-((S)-1-(4-((triethylsilyl)ethynyl)phenyl)ethyl)-1,3-oxazinan-2-one), [F-].C(C)[N+](CC)(CC)CC (tetraethylammonium fluoride). Run in C(C)#N (acetonitrile). Reaction conditions: time 3 hour. The product is C(#C)C1=CC=C(C=C1)[C@H](C)N1C(O[C@](CC1)(C1=CC=CC=C1)CC(C)(C)O)=O ((S)-3-((S)-1-(4-ethynylphenyl)ethyl)-6-(2-hydroxy-2-methylpropyl)-6-phenyl-1,3-oxazinan-2-one). The yield is 90.4%. RXN SMILES: [OH:1][C:2]([CH3:35])([CH3:34])[CH2:3][C@@:4]1([C:28]2[CH:33]=[CH:32][CH:31]=[CH:30][CH:29]=2)[O:9][C:8](=[O:10])[N:7]([C@H:11]([C:13]2[CH:18]=[CH:17][C:16]([C:19]#[C:20][Si](CC)(CC)CC)=[CH:15][CH:14]=2)[CH3:12])[CH2:6][CH2:5]1.[F-].C([N+](CC)(CC)CC)C>C(#N)C>[C:19]([C:16]1[CH:15]=[CH:14][C:13]([C@@H:11]([N:7]2[CH2:6][CH2:5][C@:4]([CH2:3][C:2]([OH:1])([CH3:34])[CH3:35])([C:28]3[CH:29]=[CH:30][CH:31]=[CH:32][CH:33]=3)[O:9][C:8]2=[O:10])[CH3:12])=[CH:18][CH:17]=1)#[CH:20] |f:1.2|. Reported procedure: To a solution of (S)-6-(2-hydroxy-2-methylpropyl)-6-phenyl-3-((S)-1-(4-((triethylsilyl)ethynyl)phenyl)ethyl)-1,3-oxazinan-2-one (184 mg, 0.375 mmol) in acetonitrile (5 mL) was added tetraethylammonium fluoride (112 mg, 2 equiv). The mixture was stirred for 3 h at rt and LC-MS showed the reaction was complete. The mixture was concentrated and purified by chromatography on a 12 g silica cartridge, eluted with a 70-100% EtOAc in hexanes gradient, to afford to afford (S)-3-((S)-1-(4-ethynylphenyl)et... The reactants are O=C([O-])[O-], CCI, CC(C)=O, [K+], [K+], NC1=NS(=O)(=O)Nc2ncc(-c3ccccc3)nc21. Product: CCN1c2ncc(-c3ccccc3)nc2C(N)=NS1(=O)=O. Reaction SMILES: [C:20](=[O:21])([O-:22])[O-:23].[CH2:26]([CH3:27])[I:28].[CH3:29][C:30](=[O:31])[CH3:32].[K+:24].[K+:25].[NH2:1][C:2]1=[N:7][S:6](=[O:8])(=[O:9])[NH:5][c:4]2[c:3]1[n:13][c:12](-[c:14]1[cH:15][cH:16][cH:17][cH:18][cH:19]1)[cH:11][n:10]2>>[NH2:1][C:2]1=[N:7][S:6](=[O:8])(=[O:9])[N:5]([CH2:26][CH3:27])[c:4]2[c:3]1[n:13][c:12](-[c:14]1[cH:15][cH:16][cH:17][cH:18][cH:19]1)[cH:11][n:10]2.